This data is from the Open Reaction Database (ORD), a public repository of structured organic reaction records. The task is: describe an organic reaction: reactants, conditions, products, and yield Reactants: bis(tricyclohexylphosphine)palladium (II) chloride, C1=CC=CC=2C3=CC=CC=C3C(C12)COC(=O)N[C@H](C(=O)OC(C)(C)C)CC=1C=NC(=CC1)Br ((S)-tert-butyl 2-(((9H-fluoren-9-yl)methoxy)carbonylamino)-3-(6-bromo-pyridin-3-yl)propanoate), C(C)C1=C(C=CC=C1)B(O)O (2-ethylphenylboronic acid), C([O-])([O-])=O.[Na+].[Na+] (sodium carbonate). The solvent is C(C)(C)O.C1(=CC=CC=C1)C (isopropanol toluene). Run at temperature 80 celsius, time 9 hour. Product: C1=CC=CC=2C3=CC=CC=C3C(C12)COC(=O)N[C@H](C(=O)OC(C)(C)C)CC=1C=NC(=CC1)C1=C(C=C(C=C1)OC)CC ((S)-tert-Butyl 2-(((9H-fluoren-9-yl)methoxy)carbonylamino)-3-(6-(2-ethyl-4-methoxyphenyl)pyridine-3-yl)propanoate). Isolated yield 59.0%. RXN SMILES: [CH:1]1[C:13]2[CH:12]([CH2:14][O:15][C:16]([NH:18][C@@H:19]([CH2:27][C:28]3[CH:29]=[N:30][C:31](Br)=[CH:32][CH:33]=3)[C:20]([O:22][C:23]([CH3:26])([CH3:25])[CH3:24])=[O:21])=[O:17])[C:11]3[C:6](=[CH:7][CH:8]=[CH:9][CH:10]=3)[C:5]=2[CH:4]=[CH:3][CH:2]=1.[CH2:35]([C:37]1[CH:42]=[CH:41][CH:40]=[CH:39][C:38]=1B(O)O)[CH3:36].[C:46](=O)([O-])[O-:47].[Na+].[Na+]>C(O)(C)C.C1(C)C=CC=CC=1>[CH:1]1[C:13]2[CH:12]([CH2:14][O:15][C:16]([NH:18][C@@H:19]([CH2:27][C:28]3[CH:29]=[N:30][C:31]([C:38]4[CH:39]=[CH:40][C:41]([O:47][CH3:46])=[CH:42][C:37]=4[CH2:35][CH3:36])=[CH:32][CH:33]=3)[C:20]([O:22][C:23]([CH3:26])([CH3:25])[CH3:24])=[O:21])=[O:17])[C:11]3[C:6](=[CH:7][CH:8]=[CH:9][CH:10]=3)[C:5]=2[CH:4]=[CH:3][CH:2]=1 |f:2.3.4,5.6|. Reported procedure: To a stirred slurry of 613 mg (1.17 mmol) of (S)-tert-butyl 2-(((9H-fluoren-9-yl)methoxy)carbonylamino)-3-(6-bromo-pyridin-3-yl)propanoate and 422 mg (2.34 mmol, 2 eq.) of 2-ethylphenylboronic acid in 20 mL of 1:1 isopropanol/toluene was added 10.0 mL of 2 M aqueous sodium carbonate solution. The reaction mixture was purged twice with argon and evacuated and then 43.2 mg (0.059 mmol, 0.05 equivalents) of bis(tricyclohexylphosphine)palladium (II) chloride was added and the mixture was again purge... The reactants are CSCCCNC1=C(C=NC2=CC(=CC=C12)C1=CC=CC=C1)[N+](=O)[O-] ((3-Methylsulfanylpropyl)-(3-nitro-7-phenylquinolin-4-yl)amine). The reagents and catalysts are [Pt] (Pt/C). Solvent: C1(=CC=CC=C1)C (toluene). Yields the product CSCCCNC1=C(C=NC2=CC(=CC=C12)C1=CC=CC=C1)N (N4-(3-methylsulfanylpropyl)-7-phenylquinoline-3,4-diamine). Isolated yield 100.0%. Reaction SMILES: [CH3:1][S:2][CH2:3][CH2:4][CH2:5][NH:6][C:7]1[C:16]2[C:11](=[CH:12][C:13]([C:17]3[CH:22]=[CH:21][CH:20]=[CH:19][CH:18]=3)=[CH:14][CH:15]=2)[N:10]=[CH:9][C:8]=1[N+:23]([O-])=O>C1(C)C=CC=CC=1.[Pt]>[CH3:1][S:2][CH2:3][CH2:4][CH2:5][NH:6][C:7]1[C:16]2[C:11](=[CH:12][C:13]([C:17]3[CH:22]=[CH:21][CH:20]=[CH:19][CH:18]=3)=[CH:14][CH:15]=2)[N:10]=[CH:9][C:8]=1[NH2:23]. Procedure details: (3-Methylsulfanylpropyl)-(3-nitro-7-phenylquinolin-4-yl)amine (3.0 g, 8.5 mmol) was hydrogenated in a Parr bottle over Pt/C (0.3 g of 5%) in 42 mL of toluene for 1 h. The reaction mixture was filtered through CELITE filter agent, washed with methanol (100 mL) and CHCl3 (50 mL), and then concentrated to afford 2.75 g of N4-(3-methylsulfanylpropyl)-7-phenylquinoline-3,4-diamine as a brown oil.